This data is from the Open Reaction Database (ORD), a public repository of structured organic reaction records. The task is: describe an organic reaction: reactants, conditions, products, and yield Starting materials: FC(C(=O)O)(F)F (Trifluoroacetic acid), O=C1NC=2C(=NC=C(C2)/C=C/C(=O)OC(C)(C)C)N1 ((E)-tert-butyl 3-(2-oxo-2,3-dihydro-1H-imidazo[4,5-b]pyridin-6-yl)acrylate), ClCCl (dichloromethane). Conditions: time 1 hour. The product is Cl.O=C1NC=2C(=NC=C(C2)/C=C/C(=O)O)N1 ((E)-3-(2-Oxo-2,3-dihydro-1H-imidazo[4,5-b]pyridin-6-yl)acrylic acid hydrochloride). As a reaction SMILES: FC(F)(F)C(O)=O.[O:8]=[C:9]1[NH:26][C:12]2=[N:13][CH:14]=[C:15](/[CH:17]=[CH:18]/[C:19]([O:21]C(C)(C)C)=[O:20])[CH:16]=[C:11]2[NH:10]1.[Cl:27]CCl>>[ClH:27].[O:8]=[C:9]1[NH:26][C:12]2=[N:13][CH:14]=[C:15](/[CH:17]=[CH:18]/[C:19]([OH:21])=[O:20])[CH:16]=[C:11]2[NH:10]1 |f:3.4|. Reported procedure: Trifluoroacetic acid (2 mL) was added to a suspension of (E)-tert-butyl 3-(2-oxo-2,3-dihydro-1H-imidazo[4,5-b]pyridin-6-yl)acrylate (400 mg, 1.54 mmol) in dichloromethane (2 mL) at room temperature. The reaction mixture was stirred for 1 hour then concentrated to dryness. The resulting residue was suspended in a solution of hydrochloric acid in dioxane 4N (2 mL). After 10 minutes stirring at room temperature, the precipitate was filtered and washed with diethyl ether to afford the title product ... Starting materials: C1CCOC1, Cc1ccc(C(=O)O)cc1-c1ccc2c(=O)[nH]ccc2c1, NC1CC1, CC(C)[Mg+], [Cl-]. Product: Cc1ccc(C(=O)NC2CC2)cc1-c1ccc2c(=O)[nH]ccc2c1. As a reaction SMILES: [CH2:31]1[O:32][CH2:33][CH2:34][CH2:35]1.[CH3:6][c:7]1[c:8](-[c:16]2[cH:17][c:18]3[cH:19][cH:20][nH:21][c:22](=[O:26])[c:23]3[cH:24][cH:25]2)[cH:9][c:10]([C:11](=[O:12])[OH:13])[cH:14][cH:15]1.[CH:27]1([NH2:30])[CH2:28][CH2:29]1.[CH:2]([Mg+:3])([CH3:4])[CH3:5].[Cl-:1]>>[CH3:6][c:7]1[c:8](-[c:16]2[cH:17][c:18]3[cH:19][cH:20][nH:21][c:22](=[O:26])[c:23]3[cH:24][cH:25]2)[cH:9][c:10]([C:11](=[O:12])[NH:30][CH:27]2[CH2:28][CH2:29]2)[cH:14][cH:15]1. Starting materials: CC1=C(C(=O)O)C=CC=C1 (2-methylbenzoic acid), C1CCC(CC1)N=C=NC2CCCCC2 (DCC), CS(=O)(=O)OC1=CC2=CC=C(C=C2C=C1)C(N)=N (6-amidino-2-naphthol methanesulfonate). Solvent: N1=CC=CC=C1 (pyridine). Run at time 30 minute. Yields the product CC1=C(C(=O)OC2=CC3=CC=C(C=C3C=C2)C(N)=N)C=CC=C1 (6-amidino-2-naphthyl 2-methylbenzoate). Isolated yield 26.1%. RXN SMILES: [CH3:1][C:2]1[CH:10]=[CH:9][CH:8]=[CH:7][C:3]=1[C:4]([OH:6])=[O:5].C1CCC(N=C=NC2CCCCC2)CC1.CS(O[C:31]1[CH:40]=[CH:39][C:38]2[C:33](=[CH:34][CH:35]=[C:36]([C:41](=[NH:43])[NH2:42])[CH:37]=2)[CH:32]=1)(=O)=O>N1C=CC=CC=1>[CH3:1][C:2]1[CH:10]=[CH:9][CH:8]=[CH:7][C:3]=1[C:4]([O:6][C:31]1[CH:40]=[CH:39][C:38]2[C:33](=[CH:34][CH:35]=[C:36]([C:41](=[NH:42])[NH2:43])[CH:37]=2)[CH:32]=1)=[O:5]. Procedure details: To 50 ml of anhydrous pyridine, was added 2.4 g of 2-methylbenzoic acid followed by 4.4 g of DCC under cooling in ice. After stirring for 30 minute and adding 5.0 g of 6-amidino-2-naphthol methanesulfonate, the mixture was stirred overnight at room temperature. The precipitate was collected by filtration and washed with a small volume of pyridine, then successively with ethylether and acetone. The precipitate was dissolved in DMF and the insolubles were removed by filtration. Ethylether was adde... Starting materials: CN1CC2=C(NC=3C=CC(=CC23)C)CC1 (2,8-dimethyl-2,3,4,5-tetrahydro-1H-pyrido[4,3-b]indole), NC1=NC=CC=C1 (2-aminopyridine), [OH-].[K+] (KOH), C(Cl)Cl (DCM). Conditions: temperature 85 celsius, time 2 hour. Product: CN1CC2=C(N(C=3C=CC(=CC23)C)CNC2=NC=CC=C2)CC1 ((2,8-dimethyl-1,2,3,4-tetrahydro-pyrido[4,3-b]indol-5-ylmethyl)-pyridin-2-yl-amine). RXN SMILES: [CH3:1][N:2]1[CH2:15][CH2:14][C:5]2[NH:6][C:7]3[CH:8]=[CH:9][C:10]([CH3:13])=[CH:11][C:12]=3[C:4]=2[CH2:3]1.[NH2:16][C:17]1[CH:22]=[CH:21][CH:20]=[CH:19][N:18]=1.[OH-].[K+].[CH2:25](Cl)Cl>>[CH3:1][N:2]1[CH2:15][CH2:14][C:5]2[N:6]([CH2:25][NH:16][C:17]3[CH:22]=[CH:21][CH:20]=[CH:19][N:18]=3)[C:7]3[CH:8]=[CH:9][C:10]([CH3:13])=[CH:11][C:12]=3[C:4]=2[CH2:3]1 |f:2.3|. Procedure: To a solution of 2,8-dimethyl-2,3,4,5-tetrahydro-1H-pyrido[4,3-b]indole (200 mg, 1.00 mmol) and 2-aminopyridine (188 mg, 2.00 mmol) in DCM (2 mL) was added powdered KOH (392 mg, 7.00 mmol), and the reaction mixture was stirred at 85° C. for 2 h. The progress of reaction was monitored by TLC and LCMS. DCM was removed under reduced pressure. Water was added to the residue and extracted with EtOAc (2×50 mL). The organic layer was dried over anhydrous sodium sulfate and concentrated to afford crude ... Starting materials: N1(N=CC=C1)CC(=O)N (1H-pyrazole-1-acetamide), C1(=CC=CC=C1)C=1C=NN(C1C1=CC=CC=C1)CC(=O)OCC (ethyl 4,5-diphenyl-1H-pyrazole-1-acetate), NCCN1CCCC1 (N-(2-aminoethyl)pyrrolidine), C(C)(C)N(CC)C(C)C (diisopropylethylamine). Product: C1(=CC=CC=C1)C=1C=NN(C1C1=CC=CC=C1)CC(=O)NCCN1CCCC1 (4,5-Diphenyl-N-[2-(1-pyrrolidinyl)ethyl]-1H-pyrazole-1-acetamide). Reaction SMILES: N1(CC(N)=O)C=CC=N1.[C:10]1([C:16]2[CH:17]=[N:18][N:19]([CH2:27][C:28]([O:30]CC)=O)[C:20]=2[C:21]2[CH:26]=[CH:25][CH:24]=[CH:23][CH:22]=2)[CH:15]=[CH:14][CH:13]=[CH:12][CH:11]=1.[NH2:33][CH2:34][CH2:35][N:36]1[CH2:40][CH2:39][CH2:38][CH2:37]1.C(N(C(C)C)CC)(C)C>>[C:10]1([C:16]2[CH:17]=[N:18][N:19]([CH2:27][C:28]([NH:33][CH2:34][CH2:35][N:36]3[CH2:40][CH2:39][CH2:38][CH2:37]3)=[O:30])[C:20]=2[C:21]2[CH:26]=[CH:25][CH:24]=[CH:23][CH:22]=2)[CH:15]=[CH:14][CH:13]=[CH:12][CH:11]=1. Reported procedure: By a procedure substantially similar to that of Example 18, 6.67 g of 4,5-diphenyl-N-2-(1-pyrrolidinyl)ethyl-]1H-pyrazole-1-acetamide, mp 80°-84° C., was prepared from 15 g (0.049 mol) of ethyl 4,5-diphenyl-1H-pyrazole-1-acetate of Example 1, 9 mL (0.072 mol) of N-(2-aminoethyl)pyrrolidine and 62 mL (0.36 mol) of diisopropylethylamine. Reactants: ClCCl, CS(=O)(=O)O, Cc1ccccc1, COc1ccc(NC(=O)c2ccccc2N)cc1, O=C(Cl)Cl, c1ccc2ncccc2c1, OC1CCN(c2ccncc2)CC1. The product is COc1ccc(NC(=O)c2ccccc2NC(=O)OC2CCN(c3ccncc3)CC2)cc1. As a reaction SMILES: [CH2:58]([Cl:59])[Cl:60].[CH3:14][S:15](=[O:16])(=[O:17])[OH:18].[CH3:33][c:34]1[cH:35][cH:36][cH:37][cH:38][cH:39]1.[CH3:40][O:41][c:42]1[cH:43][cH:44][c:45]([NH:48][C:49]([c:50]2[c:51]([NH2:56])[cH:52][cH:53][cH:54][cH:55]2)=[O:57])[cH:46][cH:47]1.[Cl:29][C:30]([Cl:31])=[O:32].[cH:19]1[cH:20][c:21]2[c:22]([n:23][cH:24][cH:25][cH:26]2)[cH:27][cH:28]1.[n:1]1[cH:2][cH:3][c:4]([N:7]2[CH2:8][CH2:9][CH:10]([OH:13])[CH2:11][CH2:12]2)[cH:5][cH:6]1>>[n:1]1[cH:2][cH:3][c:4]([N:7]2[CH2:8][CH2:9][CH:10]([O:13][C:30](=[O:32])[NH:56][c:51]3[c:50]([C:49]([NH:48][c:45]4[cH:44][cH:43][c:42]([O:41][CH3:40])[cH:47][cH:46]4)=[O:57])[cH:55][cH:54][cH:53][cH:52]3)[CH2:11][CH2:12]2)[cH:5][cH:6]1.